Dataset: the Open Reaction Database (ORD), a public repository of structured organic reaction records. Task: describe an organic reaction: reactants, conditions, products, and yield Starting materials: O1C(=CC=C1)C(=O)Cl (furoyl chloride), NC1=NC=2C=CC=NC2C2=C1N=C(N2CCCCN)CCCC (4-(4-amino-2-butyl-1H-imidazo[4,5-c][1,5]naphthyridin-1-yl)butaneamine). The product is NC1=NC=2C=CC=NC2C2=C1N=C(N2CCCCNC(=O)C=2OC=CC2)CCCC (N-[4-(4-amino-2-butyl-1H-imidazo[4,5-c][1,5]naphthyridin-1-yl)butyl]-2-furamide). Isolated yield 29.2%. As a reaction SMILES: [O:1]1[CH:5]=[CH:4][CH:3]=[C:2]1[C:6](Cl)=[O:7].[NH2:9][C:10]1[C:19]2[N:20]=[C:21]([CH2:28][CH2:29][CH2:30][CH3:31])[N:22]([CH2:23][CH2:24][CH2:25][CH2:26][NH2:27])[C:18]=2[C:17]2[N:16]=[CH:15][CH:14]=[CH:13][C:12]=2[N:11]=1>>[NH2:9][C:10]1[C:19]2[N:20]=[C:21]([CH2:28][CH2:29][CH2:30][CH3:31])[N:22]([CH2:23][CH2:24][CH2:25][CH2:26][NH:27][C:6]([C:2]3[O:1][CH:5]=[CH:4][CH:3]=3)=[O:7])[C:18]=2[C:17]2[N:16]=[CH:15][CH:14]=[CH:13][C:12]=2[N:11]=1. Procedure: Using the general method of Example 47, furoyl chloride (15.8 μL, 0.16 mmol) was reacted with 4-(4-amino-2-butyl-1H-imidazo[4,5-c][1,5]naphthyridin-1-yl)butaneamine (0.05 g, 0.16 mmole) to provide 0.019 g of N-[4-(4-amino-2-butyl-1H-imidazo[4,5-c][1,5]naphthyridin-1-yl)butyl]-2-furamide as a white solid. 1H NMR (300 MHz, CDCl3) δ 8.58 (dd, J=4.4, 1.5 Hz, 1H), 8.06 (dd, J=8.6, 1.6 Hz, 1 H), 7.41 (dd, J=8.5, 4.4 Hz, 1 H), 7.33 (m, 1 H), 7.08 (dd, J=3.5, 0.6 Hz, 1 H), 6.84 (m, 1 H), 6.47 (dd, J=3.5... The reactants are C=CC(=O)OC(C)(C)C, CC(C)[N-]C(C)C, [Li+], CCOC(=O)C(F)N1C(=O)c2ccccc2C1=O, C1CCOC1. Yields the product CCOC(=O)C(F)(CCC(=O)OC(C)(C)C)N1C(=O)c2ccccc2C1=O. RXN SMILES: [C:27]([CH:28]=[CH2:29])(=[O:30])[O:31][C:32]([CH3:33])([CH3:34])[CH3:35].[CH:19]([N-:20][CH:21]([CH3:22])[CH3:23])([CH3:24])[CH3:25].[Li+:26].[O:1]=[C:2]1[N:3]([CH:12]([C:13](=[O:14])[O:15][CH2:16][CH3:17])[F:18])[C:4](=[O:11])[c:5]2[cH:6][cH:7][cH:8][cH:9][c:10]21.[O:36]1[CH2:37][CH2:38][CH2:39][CH2:40]1>>[O:1]=[C:2]1[N:3]([C:12]([C:13](=[O:14])[O:15][CH2:16][CH3:17])([F:18])[CH2:29][CH2:28][C:27](=[O:30])[O:31][C:32]([CH3:33])([CH3:34])[CH3:35])[C:4](=[O:11])[c:5]2[cH:6][cH:7][cH:8][cH:9][c:10]21. Reactants: CCCCCC, CC(C)Cc1nn(C)c(=O)c2ccsc12, CC(C)[N-]C(C)C, O=Cc1ccccc1, Cl, [Li+], C1CCOC1, C1CCOC1. The product is CC(C)Cc1nn(C)c(=O)c2cc(C(O)c3ccccc3)sc12. RXN SMILES: [CH3:33][CH2:34][CH2:35][CH2:36][CH2:37][CH3:38].[CH3:9][n:10]1[n:11][c:12]([CH2:20][CH:21]([CH3:22])[CH3:23])[c:13]2[c:14]([c:15]1=[O:16])[cH:17][cH:18][s:19]2.[CH:1]([N-:2][CH:3]([CH3:4])[CH3:5])([CH3:6])[CH3:7].[CH:24](=[O:25])[c:26]1[cH:27][cH:28][cH:29][cH:30][cH:31]1.[ClH:32].[Li+:8].[O:39]1[CH2:40][CH2:41][CH2:42][CH2:43]1.[O:44]1[CH2:45][CH2:46][CH2:47][CH2:48]1>>[CH3:9][n:10]1[n:11][c:12]([CH2:20][CH:21]([CH3:22])[CH3:23])[c:13]2[c:14]([c:15]1=[O:16])[cH:17][c:18]([CH:24]([OH:25])[c:26]1[cH:27][cH:28][cH:29][cH:30][cH:31]1)[s:19]2. Reactants: CC(C)(C)c1cc(NC(=O)Nc2cccc(S)c2)no1, COc1ccc2ncnc(Cl)c2c1, Cl. Product: COc1ccc2ncnc(Sc3cccc(NC(=O)Nc4cc(C(C)(C)C)on4)c3)c2c1. As a reaction SMILES: [C:1]([CH3:2])([CH3:3])([CH3:4])[c:5]1[cH:6][c:7]([NH:10][C:11](=[O:12])[NH:13][c:14]2[cH:15][c:16]([SH:20])[cH:17][cH:18][cH:19]2)[n:8][o:9]1.[Cl:21][c:22]1[n:23][cH:24][n:25][c:26]2[cH:27][cH:28][c:29]([O:32][CH3:33])[cH:30][c:31]12.[ClH:34]>>[C:1]([CH3:2])([CH3:3])([CH3:4])[c:5]1[cH:6][c:7]([NH:10][C:11](=[O:12])[NH:13][c:14]2[cH:15][c:16]([S:20][c:22]3[n:23][cH:24][n:25][c:26]4[cH:27][cH:28][c:29]([O:32][CH3:33])[cH:30][c:31]34)[cH:17][cH:18][cH:19]2)[n:8][o:9]1. The reactants are BrC1=NC=CC=C1OCCCC=C (2-bromo-3-(pent-4-en-1-yloxy)pyridine), C1=CC=C(C=C1)P(C2=CC=CC=C2)C3=CC=CC=C3 (PPh3), CC(=O)[O-].[K+] (KOAc), C=C1CCCOC=2C1=NC=CC2 (9-methylene-6,7,8,9-tetrahydrooxepino[3,2-b]pyridine). The reagents and catalysts are CC(=O)[O-].CC(=O)[O-].[Pd+2] (Pd(OAc)2), O.[Cl-].C(C)[N+](CC)(CC)CC (tetraethyl ammonium chloride hydrate). Run in CN(C)C=O (DMF), CCOC(=O)C (EtOAc), C(=O)(O)[O-].[Na+] (NaHCO3). Conditions: temperature 110 celsius, time 16 hour. Yields the product C(C)(C)(C)C1=CC=C2C(=N1)C(CCCO2)=O (tert-butyl 7,8-dihydrooxepino[3,2-b]pyridin-9(6H)-one). As a reaction SMILES: [CH2:1]=[C:2]1[C:8]2=NC=CC=C2OCC[CH2:3]1.Br[C:14]1[C:19]([O:20][CH2:21][CH2:22][CH2:23][CH:24]=C)=[CH:18][CH:17]=[CH:16][N:15]=1.C1C=CC(P(C2C=CC=CC=2)C2C=CC=CC=2)=CC=1.CC([O-])=[O:47].[K+]>CN(C=O)C.O.[Cl-].C([N+](CC)(CC)CC)C.CCOC(C)=O.C([O-])(O)=O.[Na+].CC([O-])=O.CC([O-])=O.[Pd+2]>[C:2]([C:16]1[N:15]=[C:14]2[C:24](=[O:47])[CH2:23][CH2:22][CH2:21][O:20][C:19]2=[CH:18][CH:17]=1)([CH3:8])([CH3:3])[CH3:1] |f:3.4,6.7.8,10.11,12.13.14|. Reported procedure: 9-methylene-6,7,8,9-tetrahydrooxepino[3,2-b]pyridine. To a solution of 2-bromo-3-(pent-4-en-1-yloxy)pyridine (1 eq.) in DMF (0.2 M), PPh3 (0.25 eq.), Pd(OAc)2 (0.1 eq), and KOAc (5 eq.), is added, under an argon atmosphere, tetraethyl ammonium chloride hydrate (2 eq.). The flask is purged with argon for 15 min, and the resulting reaction mixture is stirred at 110° C. for 16 h. The reaction progress is monitored by TLC. The reaction mixture is diluted with EtOAc and saturated NaHCO3 solution. The... Starting materials: BrC=1C(=CC(=C(C(=O)O)C1)OCCCC(=O)OC(C)(C)C)Cl (5-bromo-2-(3-tert-butoxycarbonyl-propoxy)-4-chloro-benzoic acid), C[Si](CCO)(C)C (2-(trimethylsilyl)-ethanol), C1(CCCCC1)N=C=NC1CCCCC1 (dicyclohexyl-carbodiimide). The reagents and catalysts are CN(C)C=1C=CN=CC1 (DMAP). Run in ClCCl (dichloromethane). Run at time 16 hour. Yields the product C[Si](CCOC(C1=C(C=C(C(=C1)Br)Cl)OCCCC(=O)OC(C)(C)C)=O)(C)C (5-bromo-2-(3-tert-butoxycarbonyl-propoxy)-4-chloro-benzoic acid 2-trimethylsilanyl-ethyl ester). Isolated yield 109.8%. As a reaction SMILES: [Br:1][C:2]1[C:3]([Cl:22])=[CH:4][C:5]([O:11][CH2:12][CH2:13][CH2:14][C:15]([O:17][C:18]([CH3:21])([CH3:20])[CH3:19])=[O:16])=[C:6]([CH:10]=1)[C:7]([OH:9])=[O:8].[CH3:23][Si:24]([CH3:29])([CH3:28])[CH2:25][CH2:26]O.C1(N=C=NC2CCCCC2)CCCCC1>CN(C1C=CN=CC=1)C.ClCCl>[CH3:23][Si:24]([CH3:29])([CH3:28])[CH2:25][CH2:26][O:8][C:7](=[O:9])[C:6]1[CH:10]=[C:2]([Br:1])[C:3]([Cl:22])=[CH:4][C:5]=1[O:11][CH2:12][CH2:13][CH2:14][C:15]([O:17][C:18]([CH3:19])([CH3:21])[CH3:20])=[O:16]. Procedure: To a stirring dichloromethane solution (40 mL) containing 5-bromo-2-(3-tert-butoxycarbonyl-propoxy)-4-chloro-benzoic acid (2.3 g, 5.9 mmol) and 2-(trimethylsilyl)-ethanol (1.8 g, 8.9 mmol), dicyclohexyl-carbodiimide (1.83 g, 8.9 mmol) and DMAP (108 mg, 0.9 mmol) were added. The mixture was stirred at rt for 16 hrs and was concentrated. The residue was purified via silica gel flash chromatography (eluting with 20% ethyl acetate in hexane) to afford 5-bromo-2-(3-tert-butoxycarbonyl-propoxy)-4-chlo...